From a dataset of the Open Reaction Database (ORD), a public repository of structured organic reaction records. describe an organic reaction: reactants, conditions, products, and yield Reactants: Cc1cc(O)ccc1Br, CC(C)(C)O, ClCCl, O=S(=O)(O)O. Yields the product Cc1cc(O)c(C(C)(C)C)cc1Br. RXN SMILES: [Br:1][c:2]1[c:3]([CH3:9])[cH:4][c:5]([OH:8])[cH:6][cH:7]1.[CH3:10][C:11]([CH3:12])([CH3:13])[OH:14].[Cl:20][CH2:21][Cl:22].[S:15](=[O:16])(=[O:17])([OH:18])[OH:19]>>[Br:1][c:2]1[c:3]([CH3:9])[cH:4][c:5]([OH:8])[c:6]([C:11]([CH3:10])([CH3:12])[CH3:13])[cH:7]1.